The task is: describe an organic reaction: reactants, conditions, products, and yield. This data is from the Open Reaction Database (ORD), a public repository of structured organic reaction records. Product: O=C1C[C@H]2OC(=CN12)C=C ((5R)-7-oxo-3-vinyl-4-oxa-1-azabicyclo[3.2.0]hept-2-ene). Solvent: O1CCCC1 (tetrahydrofuran), O1CCCC1 (tetrahydrofuran), CCOCC (ether), CCCCC (n-pentane). Conditions: time 30 minute. Yield: 66.7%. Procedure: Clavulanic acid (1.5 mmole) in dry tetrahydrofuran (5 ml) under a dry nitrogen atmosphere was treated with triphenylphosphine (1.5 mmole) and then, dropwise, diethylazoxicarboxylate (1.5 mmole) in dry tetrahydrofuran (2 ml). After addition was complete (2 minutes), the mixture was stirred for 30 minutes at room temperature and was then ice-cooled and diluted with a mixture of ether and n-pentane (1:2, 20 ml). The mixture was filtered and the filtrate was diluted with dry benzene (10 ml) and then... Starting materials: C1[C@@H]2N(C1=O)[C@H](/C(=C/CO)/O2)C(=O)O (Clavulanic acid), C1(=CC=CC=C1)P(C1=CC=CC=C1)C1=CC=CC=C1 (triphenylphosphine), C(C)OC(=O)[N+]([O-])=NC(=O)OCC (diethylazoxicarboxylate). RXN SMILES: [CH2:1]1[C:4](=[O:5])[N:3]2[C@@H:6](C(O)=O)/[C:7](/[O:11][C@H:2]12)=[CH:8]/[CH2:9]O.C1(P(C2C=CC=CC=2)C2C=CC=CC=2)C=CC=CC=1.C(OC([N+](=NC(OCC)=O)[O-])=O)C>O1CCCC1.CCOCC.CCCCC>[O:5]=[C:4]1[N:3]2[C@H:2]([O:11][C:7]([CH:8]=[CH2:9])=[CH:6]2)[CH2:1]1. Reactants: BrC=1SC=C(N1)C(=O)O (2-bromo-1,3-thiazole-4-carboxylic acid), N[C@H](CN1N=C(C=C1)C1=CC(=C(C#N)C=C1)Cl)C ((S)-4-(1-(2-aminopropyl)-1H-pyrazol-3-yl)-2-chlorobenzonitrile). The product is BrC=1SC=C(N1)C(=O)N[C@H](CN1N=C(C=C1)C1=CC(=C(C=C1)C#N)Cl)C ((S)-2-bromo-N-(1-(3-(3-chloro-4-cyanophenyl)-1H-pyrazol-1-yl)propan-2-yl)thiazole-4-carboxamide). Yield: 62.7%. Reaction SMILES: [Br:1][C:2]1[S:3][CH:4]=[C:5]([C:7]([OH:9])=O)[N:6]=1.[NH2:10][C@@H:11]([CH3:27])[CH2:12][N:13]1[CH:17]=[CH:16][C:15]([C:18]2[CH:25]=[CH:24][C:21]([C:22]#[N:23])=[C:20]([Cl:26])[CH:19]=2)=[N:14]1>>[Br:1][C:2]1[S:3][CH:4]=[C:5]([C:7]([NH:10][C@@H:11]([CH3:27])[CH2:12][N:13]2[CH:17]=[CH:16][C:15]([C:18]3[CH:25]=[CH:24][C:21]([C:22]#[N:23])=[C:20]([Cl:26])[CH:19]=3)=[N:14]2)=[O:9])[N:6]=1. Procedure: (S)-2-bromo-N-(1-(3-(3-chloro-4-cyanophenyl)-1H-pyrazol-1-yl)propan-2-yl)thiazole-4-carboxamide was prepared using the method of Example 34(d) starting from 2-bromo-1,3-thiazole-4-carboxylic acid (0.957 g, 4.60 mmol) and (S)-4-(1-(2-aminopropyl)-1H-pyrazol-3-yl)-2-chlorobenzonitrile (1 g, 3.84 mmol). Yield 62.7%. 1H-NMR (400 MHz; CDCl3): δ 1.32 (d, 3H), 4.36 (dd, 1H), 4.46 (dd, 1H), 4.58-4.63 (m, 1H), 6.63 (d, 1H), 7.51 (d, 1H), 7.65 (d, 1H), 7.70 (d, 1H), 7.76 (dd, 1H), 7.93 (d, 1H), 7.40 (s, 1... Starting materials: ClC=1C=C(C=CC1)C(CC1CCN(CC1)CCCN1C(N(C2=C1C=CC=C2)C(=C)C)=O)=O (1-[3-[4-[2-(3-chlorophenyl)-2-oxoethyl]-1-piperidinyl]propyl]-1,3-dihydro-3-(1-methylethenyl)-2H-benzimidazol-2-one), Cl (hydrochloric acid), C(C)O (ethanol). Run in O (water). Run at time 30 minute. Product: ClC=1C=C(C=CC1)C(CC1CCN(CC1)CCCN1C(NC2=C1C=CC=C2)=O)=O (1 -[3-[4-[2-(3-chlorophenyl)-2-oxoethyl]-1-piperidinyl]propyl]-1,3-dihydro-2H-benzimidazol-2-one). The yield is 78.0%. RXN SMILES: [Cl:1][C:2]1[CH:3]=[C:4]([C:8](=[O:32])[CH2:9][CH:10]2[CH2:15][CH2:14][N:13]([CH2:16][CH2:17][CH2:18][N:19]3[C:23]4[CH:24]=[CH:25][CH:26]=[CH:27][C:22]=4[N:21](C(C)=C)[C:20]3=[O:31])[CH2:12][CH2:11]2)[CH:5]=[CH:6][CH:7]=1.Cl.C(O)C>O>[Cl:1][C:2]1[CH:3]=[C:4]([C:8](=[O:32])[CH2:9][CH:10]2[CH2:11][CH2:12][N:13]([CH2:16][CH2:17][CH2:18][N:19]3[C:23]4[CH:24]=[CH:25][CH:26]=[CH:27][C:22]=4[NH:21][C:20]3=[O:31])[CH2:14][CH2:15]2)[CH:5]=[CH:6][CH:7]=1. Reported procedure: A mixture of 9 parts of 1-[3-[4-[2-(3-chlorophenyl)-2-oxoethyl]-1-piperidinyl]propyl]-1,3-dihydro-3-(1-methylethenyl)-2H-benzimidazol-2-one, 18 parts of a concentrated hydrochloric acid, 80 parts of ethanol and 50 parts of water is stirred for 30 minutes at room temperature. The reaction mixture is evaporated and water is added to the residue. The free base is liberated in the conventional manner with ammonium hydroxide and extracted with trichloromethane. The extract is dried, filtered and evap... Reactants: Cc1cccc(N2CCNCC2)c1, ClCCl, COC(=O)C=Cc1cccc(F)c1N=C=Nc1cc(C(F)(F)F)ccc1OC. The product is COC(=O)CC1c2cccc(F)c2N=C(N2CCN(c3cccc(C)c3)CC2)N1c1cc(C(F)(F)F)ccc1OC. As a reaction SMILES: [CH3:29][c:30]1[cH:31][c:32]([N:36]2[CH2:37][CH2:38][NH:39][CH2:40][CH2:41]2)[cH:33][cH:34][cH:35]1.[Cl:42][CH2:43][Cl:44].[F:1][c:2]1[c:3]([N:14]=[C:15]=[N:16][c:17]2[c:18]([O:27][CH3:28])[cH:19][cH:20][c:21]([C:23]([F:24])([F:25])[F:26])[cH:22]2)[c:4]([CH:8]=[CH:9][C:10](=[O:11])[O:12][CH3:13])[cH:5][cH:6][cH:7]1>>[F:1][c:2]1[c:3]2[c:4]([cH:5][cH:6][cH:7]1)[CH:8]([CH2:9][C:10](=[O:11])[O:12][CH3:13])[N:16]([c:17]1[c:18]([O:27][CH3:28])[cH:19][cH:20][c:21]([C:23]([F:24])([F:25])[F:26])[cH:22]1)[C:15]([N:39]1[CH2:38][CH2:37][N:36]([c:32]3[cH:31][c:30]([CH3:29])[cH:35][cH:34][cH:33]3)[CH2:41][CH2:40]1)=[N:14]2. Reactants: C(=O)([O-])[O-].[K+].[K+] (K2CO3), ClC1=CC=C(CCNC(C2=CC=C(C=C2)O)=O)C=C1 (N-(4-chlorophenethyl)-4-hydroxybenzamide), C(#N)C=1C=C2C(CC(OC2=CC1F)(C)C)C(=O)OC (Methyl 6-cyano-7-fluoro-2,2-dimethylchroman-4-carboxylate). The solvent is CN1C(CCC1)=O (N-methylpyrrolidone). Conditions: temperature 110 celsius. Product: ClC1=CC=C(CCNC(=O)C2=CC=C(OC3=C(C=C4C(CC(OC4=C3)(C)C)C(=O)OC)C#N)C=C2)C=C1 (methyl 7-(4-((4-chlorophenethyl)carbamoyl)phenoxy)-6-cyano-2,2-dimethylchroman-4-carboxylate). Isolated yield 5.4%. Reaction SMILES: [C:1]([C:3]1[CH:4]=[C:5]2[C:10](=[CH:11][C:12]=1F)[O:9][C:8]([CH3:15])([CH3:14])[CH2:7][CH:6]2[C:16]([O:18][CH3:19])=[O:17])#[N:2].C([O-])([O-])=O.[K+].[K+].[Cl:26][C:27]1[CH:44]=[CH:43][C:30]([CH2:31][CH2:32][NH:33][C:34](=[O:42])[C:35]2[CH:40]=[CH:39][C:38]([OH:41])=[CH:37][CH:36]=2)=[CH:29][CH:28]=1>CN1CCCC1=O>[Cl:26][C:27]1[CH:28]=[CH:29][C:30]([CH2:31][CH2:32][NH:33][C:34]([C:35]2[CH:40]=[CH:39][C:38]([O:41][C:12]3[CH:11]=[C:10]4[C:5]([CH:6]([C:16]([O:18][CH3:19])=[O:17])[CH2:7][C:8]([CH3:15])([CH3:14])[O:9]4)=[CH:4][C:3]=3[C:1]#[N:2])=[CH:37][CH:36]=2)=[O:42])=[CH:43][CH:44]=1 |f:1.2.3|. Procedure: Methyl 6-cyano-7-fluoro-2,2-dimethylchroman-4-carboxylate (19 mg, 0.072 mmol) was diluted with N-methylpyrrolidone (2 mL) followed by the addition of K2CO3 (25 mg, 0.18 mmol) and N-(4-chlorophenethyl)-4-hydroxybenzamide (20 mg, 0.072 mmol). The reaction was bubbled with argon for 10 minutes and then heated at 110° C. for 6 hours. After cooling, the reaction mixture was loaded directly onto a Biotage 25 column and eluted with 5% ethyl acetate/hexanes to 100% ethyl acetate to yield the title compo... As a reaction SMILES: [Br:21][c:22]1[cH:23][c:24]([CH3:28])[n:25][cH:26][cH:27]1.[C:29](=[O:30])([O-:31])[O-:32].[C:41](=[O:42])([O-:43])[OH:44].[CH2:35]1[O:36][CH2:37][CH2:38][O:39][CH2:40]1.[Cl:1][c:2]1[c:3]([CH2:10][NH:11][C:12](=[O:13])[CH:14]2[N:15]([CH3:20])[C:16](=[O:19])[NH:17][CH2:18]2)[cH:4][cH:5][c:6]([F:9])[c:7]1[F:8].[Cs+:33].[Cs+:34].[Na+:45].[O:48]=[C:49]([CH:50]=[CH:51][c:52]1[cH:53][cH:54][cH:55][cH:56][cH:57]1)[CH:58]=[CH:59][c:60]1[cH:61][cH:62][cH:63][cH:64][cH:65]1.[O:66]=[C:67]([CH:68]=[CH:69][c:70]1[cH:71][cH:72][cH:73][cH:74][cH:75]1)[CH:76]=[CH:77][c:78]1[cH:79][cH:80][cH:81][cH:82][cH:83]1.[O:84]=[C:85]([CH:86]=[CH:87][c:88]1[cH:89][cH:90][cH:91][cH:92][cH:93]1)[CH:94]=[CH:95][c:96]1[cH:97][cH:98][cH:99][cH:100][cH:101]1.[Pd:46].[Pd:47]>>[Cl:1][c:2]1[c:3]([CH2:10][NH:11][C:12](=[O:13])[CH:14]2[N:15]([CH3:20])[C:16](=[O:19])[N:17]([c:22]3[cH:23][c:24]([CH3:28])[n:25][cH:26][cH:27]3)[CH2:18]2)[cH:4][cH:5][c:6]([F:9])[c:7]1[F:8]. The product is Cc1cc(N2CC(C(=O)NCc3ccc(F)c(F)c3Cl)N(C)C2=O)ccn1. Reactants: Cc1cc(Br)ccn1, O=C([O-])[O-], O=C([O-])O, C1COCCO1, CN1C(=O)NCC1C(=O)NCc1ccc(F)c(F)c1Cl, [Cs+], [Cs+], [Na+], O=C(C=Cc1ccccc1)C=Cc1ccccc1, O=C(C=Cc1ccccc1)C=Cc1ccccc1, O=C(C=Cc1ccccc1)C=Cc1ccccc1, [Pd], [Pd]. Reactants: CCCCO, CON=C(C#N)c1ccccc1COc1cc(C)ccc1C, Cl, [K+], [OH-], O. Product: CON=C(C(=O)O)c1ccccc1COc1cc(C)ccc1C. Reaction SMILES: [CH2:25]([OH:26])[CH2:27][CH2:28][CH3:29].[CH3:1][c:2]1[c:3]([O:4][CH2:5][c:6]2[c:7]([C:8](=[N:9][O:10][CH3:11])[C:12]#[N:13])[cH:14][cH:15][cH:16][cH:17]2)[cH:18][c:19]([CH3:22])[cH:20][cH:21]1.[ClH:30].[K+:24].[OH-:23].[OH2:31]>>[CH3:1][c:2]1[c:3]([O:4][CH2:5][c:6]2[c:7]([C:8](=[N:9][O:10][CH3:11])[C:12](=[O:23])[OH:31])[cH:14][cH:15][cH:16][cH:17]2)[cH:18][c:19]([CH3:22])[cH:20][cH:21]1. The reactants are C(C)(=O)O[C@H]1[C@H](OC=2C(=NC=CC2)N)SC[C@H]([C@@H]1OC(C)=O)OC(C)=O (2-amino-3-pyridinyl 2,3,4-tri-O-acetyl-5-thio-β-D-xylopyranoside), C(C)OC(CC(CCl)=O)=O (4-chloro-3-oxobutanoic acid ethyl ester). Yields the product C(C)OC(CC=1N=C2N(C=CC=C2O[C@H]2[C@H](OC(C)=O)[C@@H](OC(C)=O)[C@H](OC(C)=O)CS2)C1)=O (8-[(2,3,4-tri-O-acetyl-5-thio-β-D-xylopyranosyl)oxy]-imidazo[1,2-α]-pyridine-2-acetic Acid Ethyl Ester). The yield is 54.0%. Reaction SMILES: [C:1]([O:4][C@@H:5]1[C@@H:18]([O:19][C:20](=[O:22])[CH3:21])[C@H:17]([O:23][C:24](=[O:26])[CH3:25])[CH2:16][S:15][C@H:6]1[O:7][C:8]1[C:9]([NH2:14])=[N:10][CH:11]=[CH:12][CH:13]=1)(=[O:3])[CH3:2].[CH2:27]([O:29][C:30](=[O:36])[CH2:31][C:32](=O)[CH2:33]Cl)[CH3:28]>>[CH2:27]([O:29][C:30](=[O:36])[CH2:31][C:32]1[N:14]=[C:9]2[C:8]([O:7][C@@H:6]3[S:15][CH2:16][C@@H:17]([O:23][C:24](=[O:26])[CH3:25])[C@H:18]([O:19][C:20](=[O:22])[CH3:21])[C@H:5]3[O:4][C:1](=[O:3])[CH3:2])=[CH:13][CH:12]=[CH:11][N:10]2[CH:33]=1)[CH3:28]. Procedure: By carrying out the process in a manner similar to process A of example 1, starting from 2-amino-3-pyridinyl 2,3,4-tri-O-acetyl-5-thio-β-D-xylopyranoside and 4-chloro-3-oxobutanoic acid ethyl ester, the desired product is obtained in the form of a white solid with a yield of 54%. Isolated yield 69.0%. The solvent is C(C)N(CC)CC (triethylamine), C1(=CC=CC=C1)C (toluene), C(Cl)Cl (methylene chloride). Procedure: 4-[(6,7-Dimethoxy-4-quinolyl)oxy]aniline (100 mg) was added to toluene (10 ml) and triethylamine (1 ml), and the mixture was heated under reflux to prepare a solution. A solution of triphosgene (151 mg) in methylene chloride was then added to the solution, and the mixture was heated under reflux for 10 min. Next, phenol (48 mg) was added thereto, and the mixture was further stirred with heating under reflux for 3 hr. A saturated aqueous sodium bicarbonate solution was added to stop the reaction,... Reactants: COC=1C=C2C(=CC=NC2=CC1OC)OC1=CC=C(N)C=C1 (4-[(6,7-Dimethoxy-4-quinolyl)oxy]aniline), ClC(Cl)(OC(OC(Cl)(Cl)Cl)=O)Cl (triphosgene), C([O-])(O)=O.[Na+] (sodium bicarbonate), C1(=CC=CC=C1)O (phenol). The product is COC=1C=C2C(=CC=NC2=CC1OC)OC1=CC=C(C=C1)NC(OC1=CC=CC=C1)=O (Phenyl N-{4-[(6,7-dimethoxy-4-quinolyl)oxy]phenyl}carbamate). Reaction SMILES: [CH3:1][O:2][C:3]1[CH:4]=[C:5]2[C:10](=[CH:11][C:12]=1[O:13][CH3:14])[N:9]=[CH:8][CH:7]=[C:6]2[O:15][C:16]1[CH:22]=[CH:21][C:19]([NH2:20])=[CH:18][CH:17]=1.Cl[C:24](Cl)([O:26][C:27](=[O:33])OC(Cl)(Cl)Cl)Cl.[C:35]1(O)[CH:40]=[CH:39]C=[CH:37][CH:36]=1.C(=O)(O)[O-].[Na+]>C(Cl)Cl.C(N(CC)CC)C.C1(C)C=CC=CC=1>[CH3:1][O:2][C:3]1[CH:4]=[C:5]2[C:10](=[CH:11][C:12]=1[O:13][CH3:14])[N:9]=[CH:8][CH:7]=[C:6]2[O:15][C:16]1[CH:22]=[CH:21][C:19]([NH:20][C:27](=[O:33])[O:26][C:24]2[CH:39]=[CH:40][CH:35]=[CH:36][CH:37]=2)=[CH:18][CH:17]=1 |f:3.4|.